This data is from the Open Reaction Database (ORD), a public repository of structured organic reaction records. The task is: describe an organic reaction: reactants, conditions, products, and yield Starting materials: FC(C=1C=C(C=C(C1)C(F)(F)F)CO[C@H]1[C@@]2(C[C@H]([C@H](CC1)N2)C(=O)OC(C)(C)C)C2=CC=CC=C2)(F)F ((1R*,2R*,5S*,6R*)-2-{[3,5-Bis(trifluoromethyl)phenyl]methoxy}-6-(tert-butoxycarbonyl)-1-phenyl-8-azabicyclo[3.2.1]octane), ClCCl (dichloromethane), Cl (HCl). Solvent: C(C)OCC (diethyl ether). Yields the product Cl.FC(C=1C=C(C=C(C1)C(F)(F)F)CO[C@H]1[C@@]2(C[C@H]([C@H](CC1)N2)C(=O)O)C2=CC=CC=C2)(F)F ((1R*,2R*,5S*,6R*)-2-{[3,5-Bis(trifluoromethyl)phenyl]methoxy}-1-phenyl-8-azabicyclo[3.2.1]octan-6-carboxylic acid hydrochloride). Reaction SMILES: [F:1][C:2]([F:37])([F:36])[C:3]1[CH:4]=[C:5]([CH2:13][O:14][C@@H:15]2[CH2:21][CH2:20][C@@H:19]3[NH:22][C@@:16]2([C:30]2[CH:35]=[CH:34][CH:33]=[CH:32][CH:31]=2)[CH2:17][C@H:18]3[C:23]([O:25]C(C)(C)C)=[O:24])[CH:6]=[C:7]([C:9]([F:12])([F:11])[F:10])[CH:8]=1.[Cl:38]CCl.Cl>C(OCC)C>[ClH:38].[F:37][C:2]([F:1])([F:36])[C:3]1[CH:4]=[C:5]([CH2:13][O:14][C@@H:15]2[CH2:21][CH2:20][C@@H:19]3[NH:22][C@@:16]2([C:30]2[CH:35]=[CH:34][CH:33]=[CH:32][CH:31]=2)[CH2:17][C@H:18]3[C:23]([OH:25])=[O:24])[CH:6]=[C:7]([C:9]([F:11])([F:12])[F:10])[CH:8]=1 |f:4.5|. Procedure details: A mixture of (1R*,2R*,5S*,6R*)-2-{[3,5-bis(trifluoromethyl)phenyl]methoxy}-6-(tert-butoxycarbonyl)-1-phenyl-8-azabicyclo[3.2.1]octane (Example 25; 20 mg, 0.04 mmol), dichloromethane (1 ml) and 1M HCl in diethyl ether (0.5 ml) was kept at room temperature for 2 weeks. The white solid was filtered off, washed with a 1:1 mixture dichloromethane:diethyl ether to give the title compound (11 mg). Starting materials: CC1=NC=2C(CCCC2C=C1)C(=O)N (2-Methyl-5,6,7,8-tetrahydroquinoline-8-carboxamide), P12(=S)SP3(=S)SP(=S)(S1)SP(=S)(S2)S3 (P2S5). The product is CC1=NC=2C(CCCC2C=C1)C#N (2-methyl-8-cyano-5,6,7,8-tetrahydroquinoline). Reaction SMILES: [CH3:1][C:2]1[CH:11]=[CH:10][C:9]2[CH2:8][CH2:7][CH2:6][CH:5]([C:12]([NH2:14])=O)[C:4]=2[N:3]=1.P12(SP3(SP(SP(S3)(S1)=S)(=S)S2)=S)=S>>[CH3:1][C:2]1[CH:11]=[CH:10][C:9]2[CH2:8][CH2:7][CH2:6][CH:5]([C:12]#[N:14])[C:4]=2[N:3]=1. Procedure: 2-Methyl-5,6,7,8-tetrahydroquinoline-8-carboxamide was treated with P2S5 to give 2-methyl-8-cyano-5,6,7,8-tetrahydroquinoline which was treated with H2S (both reactions being carried out by the method described in Example 8 to give the title compound as colourless needles from ethylacetate (28%) m.p. 98° (Found: C, 64.32; H, 6.93; N, 13.52%, C11H14N2S requires: C, 64.04; H, 6.84; N, 13.58%).